Dataset: the Open Reaction Database (ORD), a public repository of structured organic reaction records. Task: describe an organic reaction: reactants, conditions, products, and yield Starting materials: CO, Cl, C=C(C)Cc1cc(C(=O)OC)cc(OC)c1O. Yields the product COC(=O)c1cc2c(c(OC)c1)OC(C)(C)C2. RXN SMILES: [CH3:19][OH:20].[ClH:18].[OH:1][c:2]1[c:3]([O:16][CH3:17])[cH:4][c:5]([C:6](=[O:7])[O:8][CH3:9])[cH:10][c:11]1[CH2:12][C:13](=[CH2:14])[CH3:15]>>[O:1]1[c:2]2[c:3]([O:16][CH3:17])[cH:4][c:5]([C:6](=[O:7])[O:8][CH3:9])[cH:10][c:11]2[CH2:12][C:13]1([CH3:14])[CH3:15]. Starting materials: CC(C)O, O=C(O)Cc1ccc2c(c1)C(=O)c1ccccc1CO2. Yields the product CC(C)OC(=O)Cc1ccc2c(c1)C(=O)c1ccccc1CO2. RXN SMILES: [CH3:21][CH:22]([CH3:23])[OH:24].[O:1]=[C:2]1[c:3]2[c:4]([cH:13][cH:14][c:15]([CH2:17][C:18](=[O:19])[OH:20])[cH:16]2)[O:5][CH2:6][c:7]2[c:8]1[cH:9][cH:10][cH:11][cH:12]2>>[O:1]=[C:2]1[c:3]2[c:4]([cH:13][cH:14][c:15]([CH2:17][C:18](=[O:19])[O:20][CH:22]([CH3:21])[CH3:23])[cH:16]2)[O:5][CH2:6][c:7]2[c:8]1[cH:9][cH:10][cH:11][cH:12]2.